Dataset: the Open Reaction Database (ORD), a public repository of structured organic reaction records. Task: describe an organic reaction: reactants, conditions, products, and yield The reactants are NC1=C(SC=C1)C(=O)OC (methyl 3-amino-thiophene-2-carboxylate), C(CCCC)#N (valeronitrile), [NH4+].[OH-] (NH4OH), Cl (HCl). Solvent: O1CCOCC1 (dioxane), ice water. Run at temperature 70 celsius, time 8 hour. The product is C(CCC)C=1NC(C2=C(N1)C=CS2)=O (2-n-Butyl-thieno{3,2-d}pyrimidin-4(3H)-one). Reaction SMILES: [NH2:1][C:2]1[CH:6]=[CH:5][S:4][C:3]=1[C:7]([O:9]C)=O.[C:11](#[N:16])[CH2:12][CH2:13][CH2:14][CH3:15].Cl.[NH4+].[OH-]>O1CCOCC1>[CH2:12]([C:11]1[NH:16][C:7](=[O:9])[C:3]2[S:4][CH:5]=[CH:6][C:2]=2[N:1]=1)[CH2:13][CH2:14][CH3:15] |f:3.4|. Reported procedure: To a solution of 3.14 g (0.02 mol) of methyl 3-amino-thiophene-2-carboxylate in 30 ml of dioxane was added 1.83 g (0.022 mol) of valeronitrile. Dry HCl was added over a period of 5 hours and the reaction mixture was then heated to 70° C. for 3 hours. The mixture was allowed to stand overnight at room temperature. The reaction mixture was diluted with 200 ml of ice water, made basic by addition of NH4OH and after standing for 30 minutes was filtered, and the filtrate concentrated in vacuo. The re... Starting materials: COc1ccc(F)cc1C1CCN(C=O)CC1, Cl, [Na+], [OH-]. The product is COc1ccc(F)cc1C1CCNCC1. As a reaction SMILES: [CH:1](=[O:2])[N:3]1[CH2:4][CH2:5][CH:6]([c:9]2[c:10]([O:16][CH3:17])[cH:11][cH:12][c:13]([F:15])[cH:14]2)[CH2:7][CH2:8]1.[ClH:20].[Na+:19].[OH-:18]>>[NH:3]1[CH2:4][CH2:5][CH:6]([c:9]2[c:10]([O:16][CH3:17])[cH:11][cH:12][c:13]([F:15])[cH:14]2)[CH2:7][CH2:8]1.